From a dataset of the Open Reaction Database (ORD), a public repository of structured organic reaction records. describe an organic reaction: reactants, conditions, products, and yield Reactants: O=C([O-])[O-], CCOC(=O)c1cn2c(C)c(CC)c(OC)nc2n1, CO, [K+], [K+], O. The product is CCc1c(OC)nc2nc(C(=O)O)cn2c1C. Reaction SMILES: [C:20](=[O:21])([O-:22])[O-:23].[CH2:1]([CH3:2])[c:3]1[c:4]([O:18][CH3:19])[n:5][c:6]2[n:7]([c:8]1[CH3:9])[cH:10][c:11]([C:13](=[O:14])[O:15][CH2:16][CH3:17])[n:12]2.[CH3:26][OH:27].[K+:24].[K+:25].[OH2:28]>>[CH2:1]([CH3:2])[c:3]1[c:4]([O:18][CH3:19])[n:5][c:6]2[n:7]([c:8]1[CH3:9])[cH:10][c:11]([C:13](=[O:14])[OH:15])[n:12]2. Reactants: [N-]=[N+]=[N-].[Na+] (NaN3), N(=O)[O-].[Na+] (NaNO2), C1(=CC=CC=C1)[C@H](C)NC1=NC=CC(=N1)N1C=NC2=C1C=C(C=C2)N (2-[(S)-1-phenylethylamino]-4-[6-aminobenzimidazol-1-yl]pyrimidine). Solvent: O (H2O), C(C)(=O)OCC (ethyl acetate), O (H2O), C(C)(=O)O (acetic acid). Reaction conditions: temperature 0 celsius, time 0.5 hour. Yields the product C1(=CC=CC=C1)[C@H](C)NC1=NC=CC(=N1)N1C=NC2=C1C=C(C=C2)N=[N+]=[N-] (2-[(S)-1-Phenylethylamino]-4-[6-azidobenzimidazol-1-yl]pyrimidine). Yield: 73.7%. Reaction SMILES: N([O-])=O.[Na+].[C:5]1([C@@H:11]([NH:13][C:14]2[N:19]=[C:18]([N:20]3[C:24]4[CH:25]=[C:26]([NH2:29])[CH:27]=[CH:28][C:23]=4[N:22]=[CH:21]3)[CH:17]=[CH:16][N:15]=2)[CH3:12])[CH:10]=[CH:9][CH:8]=[CH:7][CH:6]=1.[N-:30]=[N+:31]=[N-].[Na+]>O.C(O)(=O)C.C(OCC)(=O)C>[C:5]1([C@@H:11]([NH:13][C:14]2[N:19]=[C:18]([N:20]3[C:24]4[CH:25]=[C:26]([N:29]=[N+:30]=[N-:31])[CH:27]=[CH:28][C:23]=4[N:22]=[CH:21]3)[CH:17]=[CH:16][N:15]=2)[CH3:12])[CH:6]=[CH:7][CH:8]=[CH:9][CH:10]=1 |f:0.1,3.4|. Reported procedure: A solution of 16.3 mg of NaNO2 in 0.5 mL of H2O was added to a 5° C. solution of 78 mg of 2-[(S)-1-phenylethylamino]-4-[6-aminobenzimidazol-1-yl]pyrimidine in 2 mL acetic acid. The solution was cooled to 0° C. and stirred for 0.5 hours. A solution of 23 mg of NaN3 in 0.5 mL H2O was added and stirred for one hour. The solution was diluted with 100 mL of ethyl acetate and washed with water, saturated NaHCO3 and brine. The organic phase was dried over MgSO4, filtered and concentrated under reduced ... Starting materials: [BH4-], CO, CNC(=O)Cc1cccc(C(F)(F)F)c1, I, [Na+], C1CCOC1. The product is CNCCc1cccc(C(F)(F)F)c1. RXN SMILES: [BH4-:2].[CH3:19][OH:20].[CH3:4][NH:5][C:6]([CH2:7][c:8]1[cH:9][c:10]([C:14]([F:15])([F:16])[F:17])[cH:11][cH:12][cH:13]1)=[O:18].[I:1].[Na+:3].[O:21]1[CH2:22][CH2:23][CH2:24][CH2:25]1>>[CH3:4][NH:5][CH2:6][CH2:7][c:8]1[cH:9][c:10]([C:14]([F:15])([F:16])[F:17])[cH:11][cH:12][cH:13]1. The reactants are [N+](=O)([O-])\C=C\C1=CC=CC=C1 (trans-b-Nitrostyrene), C(C1=CC=CC=C1)=O (benzaldehyde), NC1=C(C=CC=C1)N (1,2-diaminobenzene), ( 6 ). The product is [N+](=O)([O-])CCC1=CC=CC=C1 ((2-nitroethyl)benzene). Yield: 94.5%. Reaction SMILES: [N+:1](/[CH:4]=[CH:5]/[C:6]1[CH:11]=[CH:10][CH:9]=[CH:8][CH:7]=1)([O-:3])=[O:2].C(=O)C1C=CC=CC=1.NC1C=CC=CC=1N>>[N+:1]([CH2:4][CH2:5][C:6]1[CH:11]=[CH:10][CH:9]=[CH:8][CH:7]=1)([O-:3])=[O:2]. Procedure: Example 219 A) trans-b-Nitrostyrene (63.0 g, 0.42 mole) was reacted with benzaldehyde (53.4 g, 0.5 mole) and 1,2-diaminobenzene (54.4 g, 0.5 mole) according to the procedure of Chikashita et. al. (Synth. Commun. 1985, 15 (6), 527) to yield (2-nitroethyl)benzene (60.0 g, 95%) as a yellow oil. Starting materials: C(C1=CC=CC=C1)OC=1C=C(C=C(C1)C(O)(C)C)C(O)(C)C (5-benzyloxy-α,α,α′,α′-tetramethyl-1,3-benzenedimethanol), C(C1=CC=CC=C1)OC=1C=C(C=C(C1)C(O)(CCCC)CCCC)C(O)(CCCC)CCCC (5-benzyloxy-α,α,a′,a′-tetrabutyl-1,3-benzenedimethanol). Product: C(CCC)C(CCCC)C=1C=C(C=C(C1)C(CCCC)CCCC)O (3,5-bis(1-butylpentyl)phenol). RXN SMILES: C(OC1C=C(C(C)(C)O)C=C(C(C)(C)O)C=1)C1C=CC=CC=1.C([O:30][C:31]1[CH:32]=[C:33]([C:47]([CH2:53][CH2:54][CH2:55][CH3:56])([CH2:49][CH2:50][CH2:51][CH3:52])O)[CH:34]=[C:35]([C:37]([CH2:43][CH2:44][CH2:45][CH3:46])([CH2:39][CH2:40][CH2:41][CH3:42])O)[CH:36]=1)C1C=CC=CC=1>>[CH2:39]([CH:37]([C:35]1[CH:36]=[C:31]([OH:30])[CH:32]=[C:33]([CH:47]([CH2:49][CH2:50][CH2:51][CH3:52])[CH2:53][CH2:54][CH2:55][CH3:56])[CH:34]=1)[CH2:43][CH2:44][CH2:45][CH3:46])[CH2:40][CH2:41][CH3:42]. Procedure details: The procedure (including reaction and treatment) of Example 2 was repeated, except that 5-benzyloxy-α,α,α′,α′-tetramethyl-1,3-benzenedimethanol was replaced by 5-benzyloxy-α,α,a′,a′-tetrabutyl-1,3-benzenedimethanol, to thereby yield the above-described target as colorless needles. IR(film)cm−1: 3355, 2957, 2927, 1616, 1597. 1H-NMR(CDCl3)δ: 0.81(12H,t,J=7.3 Hz), 1.05-1.33(16H,m), 1.43-1.63(8H,m), 2.37(2H,t,J=9.1,5.1 Hz), 4.52(1H,s), 6.42(2H,s), 6.47 (1H,s). Starting materials: Cc1nsnc1C(=O)c1ccccc1, Cl, NO, c1ccncc1. Yields the product Cc1nsnc1C(=NO)c1ccccc1. As a reaction SMILES: [CH3:1][c:2]1[c:3]([C:7](=[O:8])[c:9]2[cH:10][cH:11][cH:12][cH:13][cH:14]2)[n:4][s:5][n:6]1.[ClH:15].[NH2:16][OH:17].[cH:18]1[cH:19][cH:20][n:21][cH:22][cH:23]1>>[CH3:1][c:2]1[c:3]([C:7]([c:9]2[cH:10][cH:11][cH:12][cH:13][cH:14]2)=[N:16][OH:17])[n:4][s:5][n:6]1. Starting materials: CCOC(=O)c1ncn2c1CN(C)C(=O)c1ccccc1-2, CC(C)O, N#C[K]. Product: CC(C)OC(=O)c1ncn2c1CN(C)C(=O)c1ccccc1-2. As a reaction SMILES: [CH3:1][N:2]1[CH2:3][c:4]2[n:5]([cH:14][n:15][c:16]2[C:17](=[O:18])[O:19][CH2:20][CH3:21])-[c:6]2[c:7]([cH:10][cH:11][cH:12][cH:13]2)[C:8]1=[O:9].[CH3:25][CH:26]([OH:27])[CH3:28].[K:22][C:23]#[N:24]>>[CH3:1][N:2]1[CH2:3][c:4]2[n:5]([cH:14][n:15][c:16]2[C:17](=[O:18])[O:19][CH:20]([CH3:21])[CH3:23])-[c:6]2[c:7]([cH:10][cH:11][cH:12][cH:13]2)[C:8]1=[O:9]. Reactants: CC(C)(C)OC(=O)N1CCC(O)C1, CCO, O, Cc1ccc(S(=O)(=O)O)cc1. Product: OC1CCNC1, Cc1ccc(S(=O)(=O)O)cc1. As a reaction SMILES: [C:13]([O:14][C:15]([CH3:16])([CH3:17])[CH3:18])(=[O:19])[N:20]1[CH2:21][CH:22]([OH:25])[CH2:23][CH2:24]1.[CH3:26][CH2:27][OH:28].[OH2:1].[c:2]1([CH3:12])[cH:3][cH:4][c:5]([S:8](=[O:9])(=[O:10])[OH:11])[cH:6][cH:7]1>>[NH:20]1[CH2:21][CH:22]([OH:25])[CH2:23][CH2:24]1.[c:2]1([CH3:12])[cH:3][cH:4][c:5]([S:8](=[O:9])(=[O:10])[OH:11])[cH:6][cH:7]1. The reactants are C(CCC)OC1=C2C3=C(C(=NC2=CC=N1)C(C)C)C=CC(=C3)F (1-butoxy-9-fluoro-6-isopropylbenzo[c]-1,6-naphthyridine), Cl (HCl). Run in O1CCCC1 (tetrahydrofuran). Reaction conditions: temperature 100 celsius, time 2 hour. Yields the product FC1=CC2=C(C(=NC=3C=CNC(C23)=O)C(C)C)C=C1 (9-fluoro-6-isopropylbenzo[c]-1,6-naphthyridin-1(2H)-one). RXN SMILES: C([O:5][C:6]1[N:15]=[CH:14][CH:13]=[C:12]2[C:7]=1[C:8]1[CH:22]=[C:21]([F:23])[CH:20]=[CH:19][C:9]=1[C:10]([CH:16]([CH3:18])[CH3:17])=[N:11]2)CCC.Cl>O1CCCC1>[F:23][C:21]1[CH:20]=[CH:19][C:9]2[C:10]([CH:16]([CH3:17])[CH3:18])=[N:11][C:12]3[CH:13]=[CH:14][NH:15][C:6](=[O:5])[C:7]=3[C:8]=2[CH:22]=1. Reported procedure: To a stirred solution of 1-butoxy-9-fluoro-6-isopropylbenzo[c]-1,6-naphthyridine (33 mg, 0.11 mmol) in tetrahydrofuran (1.0 ml) was added 6N HCl (1.0 ml). The reaction mixture was stirred at 100° C. for 2 h, and then cooled to room temperature. The yellow precipitate was collected by vacuum filtration (rinsing the filter cake with THF) to afford 9-fluoro-6-isopropylbenzo[c]-1,6-naphthyridin-1(2H)-one (HCl salt). 1H NMR (500 MHz, DMSO-D6) δ 11.89 (br s, 1H), 9.76 (dd, 1H), 8.59 (dd, 1H), 7.63 (dt... The reactants are C(=O)(OCC)C1C(CCC1)=O (2-Carboethoxycyclopentanone), C(C)I (ethyl iodide), [H-].[Na+] (sodium hydride). Yields the product C(=O)(OCC)C1(C(CCC1)=O)CC (2-carboethoxy-2-ethyl-cyclopentanone). Reaction SMILES: [C:1]([CH:6]1[CH2:10][CH2:9][CH2:8][C:7]1=[O:11])([O:3][CH2:4][CH3:5])=[O:2].[CH2:12](I)[CH3:13].[H-].[Na+]>>[C:1]([C:6]1([CH2:12][CH3:13])[CH2:10][CH2:9][CH2:8][C:7]1=[O:11])([O:3][CH2:4][CH3:5])=[O:2] |f:2.3|. Reported procedure: 2-Carboethoxycyclopentanone is reacted with ethyl iodide in the presence of sodium hydride to produce 2-carboethoxy-2-ethyl-cyclopentanone.